This data is from the Open Reaction Database (ORD), a public repository of structured organic reaction records. The task is: describe an organic reaction: reactants, conditions, products, and yield Starting materials: C1CCOC1, NS(=O)(=O)OCCOc1cccc(OCc2ccccc2)c1. The product is NS(=O)(=O)OCCOc1cccc(O)c1. As a reaction SMILES: [O:23]1[CH2:24][CH2:25][CH2:26][CH2:27]1.[c:1]1([CH2:2][O:8][c:9]2[cH:10][c:11]([O:12][CH2:13][CH2:14][O:15][S:16]([NH2:17])(=[O:18])=[O:19])[cH:20][cH:21][cH:22]2)[cH:3][cH:4][cH:5][cH:6][cH:7]1>>[OH:8][c:9]1[cH:10][c:11]([O:12][CH2:13][CH2:14][O:15][S:16]([NH2:17])(=[O:18])=[O:19])[cH:20][cH:21][cH:22]1. Reactants: COC(=O)c1nccnc1NS(=O)(=O)c1ccc(Cl)c(Cl)c1, CO, [Na+], [OH-]. Product: O=C(O)c1nccnc1NS(=O)(=O)c1ccc(Cl)c(Cl)c1. As a reaction SMILES: [CH3:1][O:2][C:3](=[O:4])[c:5]1[n:6][cH:7][cH:8][n:9][c:10]1[NH:11][S:12](=[O:13])(=[O:14])[c:15]1[cH:16][c:17]([Cl:22])[c:18]([Cl:21])[cH:19][cH:20]1.[CH3:25][OH:26].[Na+:24].[OH-:23]>>[O:2]=[C:3]([OH:4])[c:5]1[n:6][cH:7][cH:8][n:9][c:10]1[NH:11][S:12](=[O:13])(=[O:14])[c:15]1[cH:16][c:17]([Cl:22])[c:18]([Cl:21])[cH:19][cH:20]1.